This data is from the Open Reaction Database (ORD), a public repository of structured organic reaction records. The task is: describe an organic reaction: reactants, conditions, products, and yield The reactants are BrC1NCC(NC1)Br (2,5-dibromo piperazine), N1CCNCC1 (piperazine), C([O-])([O-])=O.[K+].[K+] (potassium carbonate). Solvent: C(C)#N (acetonitrile). The product is BrC=1C=CC(=NC1)N1CCNCC1 ((5-bromopyridin-2-yl)-piperazine), solid. The yield is 95.0%. RXN SMILES: [Br:1][CH:2]1[CH2:7][NH:6][CH:5](Br)[CH2:4]N1.[NH:9]1[CH2:14][CH2:13][NH:12][CH2:11][CH2:10]1.[C:15](=O)([O-])[O-].[K+].[K+]>C(#N)C>[Br:1][C:2]1[CH:15]=[CH:4][C:5]([N:9]2[CH2:14][CH2:13][NH:12][CH2:11][CH2:10]2)=[N:6][CH:7]=1 |f:2.3.4|. Reported procedure: A solution of 2,5-dibromo piperazine (1.59 g, 8 mmole), and piperazine(1.45 g, 16 mmole), and potassium carbonate (6 g) in acetonitrile (50 mL) was heated at reflux for 48 h. The heating was discontinued and the solution allowed to cool to room temperature. The solid was filtered off and washed with acetonitrile (50 mL). The organics were concentrated to a tan solid. The product was purified by column chromatography on silica gel using dichloromethane:methanol:triethylamine (94:5:1) as eluent to...